The task is: describe an organic reaction: reactants, conditions, products, and yield. This data is from the Open Reaction Database (ORD), a public repository of structured organic reaction records. Starting materials: BrCc1ccccc1, COC(=O)c1ccc(O)c(C(C)=O)c1, [K+], [K+], O=C([O-])[O-], CN(C)C=O. The product is COC(=O)c1ccc(OCc2ccccc2)c(C(C)=O)c1. As a reaction SMILES: [Br:21][CH2:22][c:23]1[cH:24][cH:25][cH:26][cH:27][cH:28]1.[C:1]([CH3:2])(=[O:3])[c:4]1[cH:5][c:6]([C:7](=[O:8])[O:9][CH3:10])[cH:11][cH:12][c:13]1[OH:14].[K+:15].[K+:16].[O-:17][C:18]([O-:19])=[O:20].[O:29]=[CH:30][N:31]([CH3:32])[CH3:33]>>[C:1]([CH3:2])(=[O:3])[c:4]1[cH:5][c:6]([C:7](=[O:8])[O:9][CH3:10])[cH:11][cH:12][c:13]1[O:14][CH2:22][c:23]1[cH:24][cH:25][cH:26][cH:27][cH:28]1. Reactants: C(C)(=O)NO (acetohydroxamic acid), CN=C=O (methyl isocyanate). The reagents and catalysts are C(C)N(CC)CC (triethylamine). The solvent is C(Cl)Cl (methylene chloride). Reaction conditions: time 1 hour. Yields the product CNC(=O)N(C(C)=O)OC(=O)NC (N-((Methylamino)carbonyl)-N-(((methylamino)carbonyl)oxy)acetamide). RXN SMILES: [C:1]([NH:4][OH:5])(=[O:3])[CH3:2].[CH3:6][N:7]=[C:8]=[O:9]>C(N(CC)CC)C.C(Cl)Cl>[CH3:6][NH:7][C:8]([N:4]([O:5][C:8]([NH:7][CH3:6])=[O:9])[C:1](=[O:3])[CH3:2])=[O:9]. Procedure: A mixture of acetohydroxamic acid (7.5 grams), methyl isocyanate (12.0 grams), 80 milliliters (ml) of methylene chloride, and about three drops of triethylamine were stirred together for about one hour in order to obtain solution. The solution was allowed to stand at room temperature overnight after which the solvent was removed under vacuum, leaving a residue. The residue was recrystallized from methylene chloride leaving the desired N-((methylamino)carbonyl)-N-(((methylamino)carbonyl)oxy)aceta... Reactants: NC=1C=C2C(=C(C=NC2=CC1)C#N)NC1=CC(=CC=C1)Br (6-amino-4-[(3-bromophenyl)amino]-3-quinolinecarbonitrile), CN1CCOCC1 (N-methylmorpholine), ClC(=O)OCC(C)C (isobutyl chloroformate), N1(CCOCC1)CC(C(=O)O)=C (2-morpholin-4-ylmethyl-2-propenoic acid). The solvent is CN(C)C=O (DMF), C1CCOC1 (THF), O (water), C1CCOC1 (THF). Run at time 10 minute. The product is BrC=1C=C(C=CC1)NC1=C(C=NC2=CC=C(C=C12)NC(C(=C)CN1CCOCC1)=O)C#N (N-{4-[(3-Bromophenyl)amino]-3-cyano-6-quinolinyl}-2-morpholin-4-ylmethyl-2-propenamide). The yield is 23.0%. Reaction SMILES: [N:1]1([CH2:7][C:8](=[CH2:12])[C:9]([OH:11])=O)[CH2:6][CH2:5][O:4][CH2:3][CH2:2]1.CN1CCOCC1.ClC(OCC(C)C)=O.[NH2:28][C:29]1[CH:30]=[C:31]2[C:36](=[CH:37][CH:38]=1)[N:35]=[CH:34][C:33]([C:39]#[N:40])=[C:32]2[NH:41][C:42]1[CH:47]=[CH:46][CH:45]=[C:44]([Br:48])[CH:43]=1>C1COCC1.CN(C=O)C.O>[Br:48][C:44]1[CH:43]=[C:42]([NH:41][C:32]2[C:31]3[C:36](=[CH:37][CH:38]=[C:29]([NH:28][C:9](=[O:11])[C:8]([CH2:7][N:1]4[CH2:2][CH2:3][O:4][CH2:5][CH2:6]4)=[CH2:12])[CH:30]=3)[N:35]=[CH:34][C:33]=2[C:39]#[N:40])[CH:47]=[CH:46][CH:45]=1. Procedure: Partially dissolved 1.26 g (7.37 mmol) 2-morpholin-4-ylmethyl-2-propenoic acid in 40 ml THF and chilled to 0° C. under N2. Added 810 μl (7.37 mmol) N-methylmorpholine and 950 μl (7.37 mmol) isobutyl chloroformate. After stirring 10 minutes, added a solution of 1.00 g (2.95 mmol) 6-amino-4-[(3-bromophenyl)amino]-3-quinolinecarbonitrile in 2.5 ml DMF and 20 ml THF. Stripped solvent at 2 hours, slurried residue with water, collected solids, and dried in vacuo. Recrystallized from ethyl acetate and ... Reactants: N#CBr, CCOCC, COc1ccc(N)cc1. As a reaction SMILES: [C:1](#[N:2])[Br:3].[CH3:13][CH2:14][O:15][CH2:16][CH3:17].[CH3:4][O:5][c:6]1[cH:7][cH:8][c:9]([NH2:12])[cH:10][cH:11]1>>[C:1](#[N:2])[NH:12][c:9]1[cH:8][cH:7][c:6]([O:5][CH3:4])[cH:11][cH:10]1. The product is COc1ccc(NC#N)cc1. RXN SMILES: [CH:1](=O)[C:2]1[C:3](=[CH:5][CH:6]=[CH:7][CH:8]=1)[OH:4].C(=O)([O-])[O-].[K+].[K+].Cl[CH2:17][C:18](=[O:25])[CH2:19][C:20]([O:22][CH2:23][CH3:24])=[O:21]>CC(C)=O>[CH2:23]([O:22][C:20]([CH2:19][C:18]([C:17]1[O:4][C:3]2[CH:5]=[CH:6][CH:7]=[CH:8][C:2]=2[CH:1]=1)=[O:25])=[O:21])[CH3:24] |f:1.2.3|. Product: C(C)OC(=O)CC(=O)C=1OC2=C(C1)C=CC=C2 (2-benzofuranyl ethyloxycarbonylmethyl ketone). Solvent: 2L, CC(=O)C (acetone). Starting materials: C(C=1C(O)=CC=CC1)=O (salicylaldehyde), C([O-])([O-])=O.[K+].[K+] (potassium carbonate), ClCC(CC(=O)OCC)=O (ethyl 4-chloroacetoacetate). Procedure details: 122 g of salicylaldehyde 1 and 350 g of potassium carbonate are dissolved in 2L of acetone. While stirring at room temperature, add slowly 165 g of ethyl 4-chloroacetoacetate 2 over a period of 2 hours. When addition is over, stir at reflux for another 4 hours. Cool to room temperature and filter. Wash the filtration cake with 0.5L of acetone. Evaporate the solvent. Starting materials: COC(N(C)C)OC (N,N-dimethylformamide dimethyl acetal), N1CCCC1 (pyrrolidine), COC1=NC=C(C(=C1)C)[N+](=O)[O-] (2-Methoxy-4-methyl-5-nitropyridine). The reagents and catalysts are [Pd] (Pd/C). Solvent: CN(C=O)C (dimethylformamide). Reaction conditions: temperature 100 celsius, time 1 hour. Product: COC=1C=C2C(=CN1)NC=C2 (5-Methoxy-1H-pyrrolo[2,3-c]pyridine). As a reaction SMILES: [CH3:1][O:2][CH:3](OC)[N:4]([CH3:6])C.N1CCCC1.CO[C:16]1[CH:21]=[C:20]([CH3:22])[C:19]([N+:23]([O-])=O)=CN=1>CN(C)C=O.[Pd]>[CH3:1][O:2][C:3]1[CH:22]=[C:20]2[CH:21]=[CH:16][NH:23][C:19]2=[CH:6][N:4]=1. Reported procedure: 10.76 g of N,N-dimethylformamide dimethyl acetal and 2.45 ml of pyrrolidine are added, in succession, to a solution of 5 g of the product obtained in Step 1 in 60 ml of dimethylformamide. The mixture obtained is first heated at 100° C. for 8 hours and then at 150° C. for 1 hour. Concentration is carried out under a vacuum of 10−1 mbar and the residue is taken up in 150 ml of tetrahydrofuran. The solution obtained is hydrogenated under a pressure of 10 bars for 4 hours in the presence of 10% Pd/C... The reactants are NC1=C(C(=NN1C1=C(C=C(C=C1Cl)C(F)(F)F)Cl)C1=NOC=N1)S(=O)(=O)C(F)(F)F (5-amino-1-(2,6-dichloro-4-trifluoromethylphenyl)-3-(1,2,4-oxadiazol-3-yl)-4-trifluoromethylsulfonylpyrazole), O.C1(=CC=C(C=C1)S(=O)(=O)O)C (p-toluenesulfonic acid monohydrate), C(OC)(OC)OC (trimethyl orthoformate). The product is ClC1=C(C(=CC(=C1)C(F)(F)F)Cl)N1N=C(C(=C1N=COC)S(=O)(=O)C(F)(F)F)C1=NOC=N1 (1-(2,6-Dichloro-4-trifluoromethylphenyl)-5-methoxymethylideneamino-3-(1,2,4-oxadiazol-3-yl)-4-trifluoromethylsulfonylpyrazole). Isolated yield 23.0%. As a reaction SMILES: [NH2:1][C:2]1[N:6]([C:7]2[C:12]([Cl:13])=[CH:11][C:10]([C:14]([F:17])([F:16])[F:15])=[CH:9][C:8]=2[Cl:18])[N:5]=[C:4]([C:19]2[N:23]=[CH:22][O:21][N:20]=2)[C:3]=1[S:24]([C:27]([F:30])([F:29])[F:28])(=[O:26])=[O:25].O.C1(C)C=CC(S(O)(=O)=O)=CC=1.[CH:43](OC)(OC)[O:44][CH3:45]>>[Cl:18][C:8]1[CH:9]=[C:10]([C:14]([F:17])([F:15])[F:16])[CH:11]=[C:12]([Cl:13])[C:7]=1[N:6]1[C:2]([N:1]=[CH:43][O:44][CH3:45])=[C:3]([S:24]([C:27]([F:30])([F:29])[F:28])(=[O:25])=[O:26])[C:4]([C:19]2[N:23]=[CH:22][O:21][N:20]=2)=[N:5]1 |f:1.2|. Procedure: To 5-amino-1-(2,6-dichloro-4-trifluoromethylphenyl)-3-(1,2,4-oxadiazol-3-yl)-4-trifluoromethylsulfonylpyrazole (1.00 g, 2.02 mmol) and 10 ml of trimethyl orthoformate was added p-toluenesulfonic acid monohydrate (0.05 g) with stirring at room temperature. The mixture was stirred with heating at reflux for 59 hours. The reaction mixture was cooled to room temperature and then concentrated under reduced pressure. The residue was dissolved in 50 ml of toluene and then concentrated under reduced pre... The reactants are II (diiodine), C(C)(C)(C)OC(=O)N[C@H](C(=O)OC)CI ((R)-methyl 2-((tert-butoxycarbonyl)amino)-3-iodopropanoate), II (diiodine), BrC1=CC=C(C=C1)C=1SC=C(N1)C1=CC=C(C=C1)OCCCCCCC (2-(4-bromophenyl)-4-(4-(heptyloxy)phenyl)thiazole), C1(CCCCC1)P(C1=C(C=CC=C1)C1=C(C=CC=C1OC)OC)C1CCCCC1 (dicyclohexyl(2′,6′-dimethoxy-[1,1′-biphenyl]-2-yl)phosphine). Reagents/catalysts: [Zn] (zinc), C=1C=CC(=CC1)/C=C/C(=O)/C=C/C2=CC=CC=C2.C=1C=CC(=CC1)/C=C/C(=O)/C=C/C2=CC=CC=C2.C=1C=CC(=CC1)/C=C/C(=O)/C=C/C2=CC=CC=C2.[Pd].[Pd] (Pd2dba3). Solvent: CN(C)C=O (DMF), CN(C)C=O (DMF). Reaction conditions: time 30 minute. Product: C(CC)(=O)OC1=CC=C(C=C1)C=1SC=C(N1)C1=CC=C(C=C1)OCCCCCCC (4-(4-(4-(heptyloxy)phenyl) thiazol-2-yl)phenyl propanoate). RXN SMILES: II.C(OC(N[C@@H:11]([CH2:16]I)[C:12]([O:14][CH3:15])=[O:13])=O)(C)(C)C.BrC1[CH:24]=[CH:23][C:22]([C:25]2[S:26][CH:27]=[C:28]([C:30]3[CH:35]=[CH:34][C:33]([O:36][CH2:37][CH2:38][CH2:39][CH2:40][CH2:41][CH2:42][CH3:43])=[CH:32][CH:31]=3)[N:29]=2)=[CH:21][CH:20]=1.C1(P(C2CCCCC2)C2C=CC=CC=2C2C(OC)=CC=CC=2OC)CCCCC1>CN(C=O)C.[Zn].C1C=CC(/C=C/C(/C=C/C2C=CC=CC=2)=O)=CC=1.C1C=CC(/C=C/C(/C=C/C2C=CC=CC=2)=O)=CC=1.C1C=CC(/C=C/C(/C=C/C2C=CC=CC=2)=O)=CC=1.[Pd].[Pd]>[C:12]([O:14][C:15]1[CH:24]=[CH:23][C:22]([C:25]2[S:26][CH:27]=[C:28]([C:30]3[CH:31]=[CH:32][C:33]([O:36][CH2:37][CH2:38][CH2:39][CH2:40][CH2:41][CH2:42][CH3:43])=[CH:34][CH:35]=3)[N:29]=2)=[CH:21][CH:20]=1)(=[O:13])[CH2:11][CH3:16] |f:6.7.8.9.10|. Procedure details: To a stirring suspension of zinc (228 mg, 3.49 mmol) in DMF (2 mL) was added diiodine (44 mg, 0.17 mmol). When the color was discharged, (R)-methyl 2-((tert-butoxycarbonyl)amino)-3-iodopropanoate (382 mg, 1.16 mmol) and further diiodine (44.2 mg, 0.17 mmol) were added. After stirring at RT for 30 min, the reaction mixture was de-gassed by bubbling through N2 then 2-(4-bromophenyl)-4-(4-(heptyloxy)phenyl)thiazole (500 mg, 1.16 mmol), dicyclohexyl(2′,6′-dimethoxy-[1,1′-biphenyl]-2-yl)phosphine (23... Reactants: CO, [Na+], CCOC(Cc1ccc(OCCN2CCOc3ccccc32)cc1)C(=O)OC, [OH-]. The product is CCOC(Cc1ccc(OCCN2CCOc3ccccc32)cc1)C(=O)O. As a reaction SMILES: [CH3:31][OH:32].[Na+:30].[O:1]1[CH2:2][CH2:3][N:4]([CH2:11][CH2:12][O:13][c:14]2[cH:15][cH:16][c:17]([CH2:20][CH:21]([C:22](=[O:23])[O:24][CH3:25])[O:26][CH2:27][CH3:28])[cH:18][cH:19]2)[c:5]2[c:6]1[cH:7][cH:8][cH:9][cH:10]2.[OH-:29]>>[O:1]1[CH2:2][CH2:3][N:4]([CH2:11][CH2:12][O:13][c:14]2[cH:15][cH:16][c:17]([CH2:20][CH:21]([C:22](=[O:23])[OH:24])[O:26][CH2:27][CH3:28])[cH:18][cH:19]2)[c:5]2[c:6]1[cH:7][cH:8][cH:9][cH:10]2. The reactants are Cl.CN(CCCN=C=NCC)C (N-[3-(dimethylamino)propyl]-N′-ethylcarbodiimide hydrochloride), NC1=C(O)C=CC=C1O (2-aminoresorcinol), N1(CCOCC1)C=1NC(NC(C1)=O)CC(=O)[O-].[Na+] (sodium [4-(morpholin-4-yl)-6-oxo-dihydropyrimidin-2-yl]acetate). Solvent: N1=CN=CC=C1 (pyrimidine). Conditions: time 18 hour. Product: OC1=C(C(=CC=C1)O)NC(CC=1NC(C=C(N1)N1CCOCC1)=O)=O (N-(2,6-dihydroxyphenyl)-2-[4-(morpholin-4-yl)-6-oxo-1,6-dihydropyrimidin-2-yl]-acetamide). The yield is 68.7%. Reaction SMILES: Cl.CN(C)CCCN=C=NCC.[NH2:13][C:14]1[C:20]([OH:21])=[CH:19][CH:18]=[CH:17][C:15]=1[OH:16].[N:22]1([C:28]2[NH:29][CH:30]([CH2:35][C:36]([O-])=[O:37])[NH:31][C:32](=[O:34])[CH:33]=2)[CH2:27][CH2:26][O:25][CH2:24][CH2:23]1.[Na+]>N1C=CC=NC=1>[OH:16][C:15]1[CH:17]=[CH:18][CH:19]=[C:20]([OH:21])[C:14]=1[NH:13][C:36](=[O:37])[CH2:35][C:30]1[NH:31][C:32](=[O:34])[CH:33]=[C:28]([N:22]2[CH2:27][CH2:26][O:25][CH2:24][CH2:23]2)[N:29]=1 |f:0.1,3.4|. Reported procedure: 1.19 g of N-[3-(dimethylamino)propyl]-N′-ethylcarbodiimide hydrochloride and 946 mg of 2-aminoresorcinol are added to a solution of 1 g of sodium [4-(morpholin-4-yl)-6-oxo-dihydropyrimidin-2-yl]acetate in 8 ml of pyrimidine. The reaction mixture is stirred at ambient temperature for 18 hours, and then concentrated under reduced pressure. Water and ethyl acetate are added and the resulting mixture is thus stirred for 30 minutes. The precipitate formed is filtered off, and rinsed with water, ethyl...